From a dataset of the Open Reaction Database (ORD), a public repository of structured organic reaction records. describe an organic reaction: reactants, conditions, products, and yield Starting materials: O (water), C([O-])([O-])=O.[K+].[K+] (potassium carbonate), Cl.COC(=O)C1(CCN(CC1)OC)N (4-Amino-1-methoxy-piperidine-4-carboxylic acid methyl ester hydrochloride), CC1=C(C=C(C=C1)C)CC(=O)Cl ((2,5-dimethyl-phenyl)-acetyl chloride). Run in C(C)#N (acetonitrile), C(C)#N (acetonitrile). Conditions: time 22 hour. The product is CC1=C(C=C(C=C1)C)CC(=O)NC1(CCN(CC1)OC)C(=O)OC (methyl 4-[2-(2,5-dimethyl-phenyl)acetylamino]-1-methoxy-piperidine-4-carboxylate). Yield: 71.6%. As a reaction SMILES: C(=O)([O-])[O-].[K+].[K+].Cl.[CH3:8][O:9][C:10]([C:12]1([NH2:20])[CH2:17][CH2:16][N:15]([O:18][CH3:19])[CH2:14][CH2:13]1)=[O:11].[CH3:21][C:22]1[CH:27]=[CH:26][C:25]([CH3:28])=[CH:24][C:23]=1[CH2:29][C:30](Cl)=[O:31].O>C(#N)C>[CH3:21][C:22]1[CH:27]=[CH:26][C:25]([CH3:28])=[CH:24][C:23]=1[CH2:29][C:30]([NH:20][C:12]1([C:10]([O:9][CH3:8])=[O:11])[CH2:17][CH2:16][N:15]([O:18][CH3:19])[CH2:14][CH2:13]1)=[O:31] |f:0.1.2,3.4|. Procedure: To 5.4 g of potassium carbonate and 2 g of 4-Amino-1-methoxy-piperidine-4-carboxylic acid methyl ester hydrochloride in 10 ml of acetonitrile, 1.94 g of (2,5-dimethyl-phenyl)-acetyl chloride in 5 ml of acetonitrile are added at a temperature of 0-5° C. After stirring for 22 h at room temperature the reaction mixture is poored on cold water and extracted with ethyl-acetate. The organic phase is dried over sodium sulfate, filtered and evaporated to yield 2.13 g of methyl 4-[2-(2,5-dimethyl-phenyl)... The reactants are C([O-])([O-])=O.[K+].[K+] (potassium carbonate), O (water), ClC1=C(C(=O)Cl)C=CC(=C1C1CC(=NO1)C)S(=O)(=O)C (2-chloro-3-(3-methyl-4,5-dihydroisoxazol-5-yl)-4-methylsulfonylbenzoyl chloride), OC1=CC=NN1C1CC1 (5-hydroxy-1-cyclopropylpyrazole), C([O-])([O-])=O.[K+].[K+] (potassium carbonate). Run in C(OC)COC (dimethoxyethane), C(OC)COC (dimethoxyethane). Conditions: time 12 hour. Yields the product ClC1=C(C(=O)C=2C=NN(C2O)C2CC2)C=CC(=C1C1CC(=NO1)C)S(=O)(=O)C (4-[2-Chloro-3-(3-methyl-4,5-dihydroisoxazol-5-yl)-4-methylsulfonylbenzoyl]-5-hydroxy-1-cyclopropyl-1H-pyrazole). The yield is 60.0%. As a reaction SMILES: [Cl:1][C:2]1[C:10]([CH:11]2[O:15][N:14]=[C:13]([CH3:16])[CH2:12]2)=[C:9]([S:17]([CH3:20])(=[O:19])=[O:18])[CH:8]=[CH:7][C:3]=1[C:4](Cl)=[O:5].[OH:21][C:22]1[N:26]([CH:27]2[CH2:29][CH2:28]2)[N:25]=[CH:24][CH:23]=1.C(=O)([O-])[O-].[K+].[K+].O>C(COC)OC>[Cl:1][C:2]1[C:10]([CH:11]2[O:15][N:14]=[C:13]([CH3:16])[CH2:12]2)=[C:9]([S:17]([CH3:20])(=[O:19])=[O:18])[CH:8]=[CH:7][C:3]=1[C:4]([C:23]1[CH:24]=[N:25][N:26]([CH:27]2[CH2:29][CH2:28]2)[C:22]=1[OH:21])=[O:5] |f:2.3.4|. Reported procedure: At 0–5° C., a solution of 1.0 g (3 mmol) of 2-chloro-3-(3-methyl-4,5-dihydroisoxazol-5-yl)-4-methylsulfonylbenzoyl chloride in 50 ml of dimethoxyethane was added dropwise to a solution of 0.47 g (3 mmol) of 5-hydroxy-1-cyclopropylpyrazole and 0.5 g (3.6 mmol) of potassium carbonate in 36 ml of anhydrous dimethoxyethane. After 12 hours of stirring at room temperature, a further 1.0 g (7.2 mmol) of potassium carbonate were added and the batch was refluxed for 6 hours. After cooling, the reaction m... The reactants are C(#N)C1=NC=CC=C1OCC(F)(F)F (2-cyano-3-(2,2,2-trifluoroethoxy)pyridine), Cl (HCl). The reagents and catalysts are [Pd] (palladium on carbon). Solvent: C(C)O (ethanol). Yields the product Cl.Cl.NCC1=NC=CC=C1OCC(F)(F)F (2-Aminomethyl-3-(2,2,2-trifluoroethoxy)pyridine dihydrochloride). As a reaction SMILES: [C:1]([C:3]1[C:8]([O:9][CH2:10][C:11]([F:14])([F:13])[F:12])=[CH:7][CH:6]=[CH:5][N:4]=1)#[N:2].[ClH:15]>C(O)C.[Pd]>[ClH:15].[ClH:15].[NH2:2][CH2:1][C:3]1[C:8]([O:9][CH2:10][C:11]([F:14])([F:12])[F:13])=[CH:7][CH:6]=[CH:5][N:4]=1 |f:4.5.6|. Reported procedure: A solution of 0.53 g (2.62 mmol) of 2-cyano-3-(2,2,2-trifluoroethoxy)pyridine and 0.66 mL (7.87 mmol) of conc. HCl in 50 mL of ethanol was hydrogenated over 0.27 g of 10% palladium on carbon at 45 psi for 1.5 h. The catalyst was removed by filtration through a pad of Celite with EtOH. The solvents were removed at reduced pressure to give the title compound: 1H NMR (CD3OD) δ8.36 (d, 1H, 5.0 Hz), 7.73 (d,1H, 8.6 Hz), 7.54 (dd, 1H, 8.4, 5.0 Hz), 4.80 (q, 2H, 8.3 Hz), 4.33 (s, 2H). The reactants are CCO, COc1nn(-c2cccc(C#N)c2)c(=O)n(Cc2ccc(Cl)cc2)c1=O, NO, O. The product is COc1nn(-c2cccc(C(N)=NO)c2)c(=O)n(Cc2ccc(Cl)cc2)c1=O. As a reaction SMILES: [CH3:29][CH2:30][OH:31].[Cl:1][c:2]1[cH:3][cH:4][c:5]([CH2:6][n:7]2[c:8](=[O:24])[n:9](-[c:16]3[cH:17][c:18]([C:19]#[N:20])[cH:21][cH:22][cH:23]3)[n:10][c:11]([O:14][CH3:15])[c:12]2=[O:13])[cH:25][cH:26]1.[NH2:27][OH:28].[OH2:32]>>[Cl:1][c:2]1[cH:3][cH:4][c:5]([CH2:6][n:7]2[c:8](=[O:24])[n:9](-[c:16]3[cH:17][c:18]([C:19]([NH2:20])=[N:27][OH:28])[cH:21][cH:22][cH:23]3)[n:10][c:11]([O:14][CH3:15])[c:12]2=[O:13])[cH:25][cH:26]1. Starting materials: C1(=CC=CC=C1)S(=O)(=O)NC=1C=C(C=CC1)[C@H](CNC(CCN1C=CC2=CC(=CC=C12)C(=O)OC)(C)C)O (methyl 1-{3-[(R)-2-[3-(phenylsulphonylamino)-phenyl]-2-hydroxy-ethylamino]-3-methyl-butyl}-1H-indole-5-carboxylate), [OH-].[Na+] (sodium hydroxide), C(C)O (ethanol). The product is C1(=CC=CC=C1)S(=O)(=O)NC=1C=C(C=CC1)[C@H](CNC(CCN1C=CC2=CC(=CC=C12)C(=O)OCC)(C)C)O (Ethyl 1-{3-[(R)-2-[3-(phenylsulphonylamino)-phenyl]-2-hydroxy-ethylamino]-3-methyl-butyl}-1H-indole-5-carboxylate). As a reaction SMILES: [C:1]1([S:7]([NH:10][C:11]2[CH:12]=[C:13]([C@@H:17]([OH:38])[CH2:18][NH:19][C:20]([CH3:37])([CH3:36])[CH2:21][CH2:22][N:23]3[C:31]4[C:26](=[CH:27][C:28]([C:32]([O:34][CH3:35])=[O:33])=[CH:29][CH:30]=4)[CH:25]=[CH:24]3)[CH:14]=[CH:15][CH:16]=2)(=[O:9])=[O:8])[CH:6]=[CH:5][CH:4]=[CH:3][CH:2]=1.[OH-].[Na+].[CH2:41](O)C>>[C:1]1([S:7]([NH:10][C:11]2[CH:12]=[C:13]([C@@H:17]([OH:38])[CH2:18][NH:19][C:20]([CH3:36])([CH3:37])[CH2:21][CH2:22][N:23]3[C:31]4[C:26](=[CH:27][C:28]([C:32]([O:34][CH2:35][CH3:41])=[O:33])=[CH:29][CH:30]=4)[CH:25]=[CH:24]3)[CH:14]=[CH:15][CH:16]=2)(=[O:9])=[O:8])[CH:6]=[CH:5][CH:4]=[CH:3][CH:2]=1 |f:1.2|. Procedure: Prepared analogously to Example 7 by reacting methyl 1-{3-[(R)-2-[3-(phenylsulphonylamino)-phenyl]-2-hydroxy-ethylamino]-3-methyl-butyl}-1H-indole-5-carboxylate with sodium hydroxide in ethanol. Reactants: bishydrochloride, N (NH3), IC1=CC(=NO1)C1=NC=CC=C1 (5-iodo-3-(pyridin-2-yl)isoxazole), CC1(OB(OC1(C)C)C=1C=NC=C(C#N)C1)C (5-(4,4,5,5-tetramethyl-1,3,2-dioxaborolan-2-yl)nicotinonitrile). The product is N1=C(C=CC=C1)C1=NOC(=C1)C=1C=NC=C(C#N)C1 (5-(3-(pyridin-2-yl)isoxazol-5-yl)nicotinonitrile). As a reaction SMILES: I[C:2]1[O:6][N:5]=[C:4]([C:7]2[CH:12]=[CH:11][CH:10]=[CH:9][N:8]=2)[CH:3]=1.CC1(C)C(C)(C)OB([C:21]2[CH:22]=[N:23][CH:24]=[C:25]([CH:28]=2)[C:26]#[N:27])O1.N>>[N:8]1[CH:9]=[CH:10][CH:11]=[CH:12][C:7]=1[C:4]1[CH:3]=[C:2]([C:21]2[CH:22]=[N:23][CH:24]=[C:25]([CH:28]=2)[C:26]#[N:27])[O:6][N:5]=1. Procedure details: The titled compound was prepared as the bishydrochloride salt according to Method CC using 5-iodo-3-(pyridin-2-yl)isoxazole (136 mg, 0.5 mmol) and 5-(4,4,5,5-tetramethyl-1,3,2-dioxaborolan-2-yl)nicotinonitrile (Frontier, 173 mg, 0.750 mmol). 1H NMR (300 MHz, DMSO-d6) δ 7.60 (ddd, J=7.3, 4.8, 1.4 Hz, 1H), 7.93 (s, 1H), 8.04 (td, J=7.6, 1.8 Hz, 1H), 8.11 (dt, J=7.9, 1.2 Hz, 1H), 8.78 (ddd, J=2.9, 1.8 Hz, 1H), 8.96 (t, J=2.2 Hz, 1H), 9.16 (d, J=1.6 Hz, 1H), 9.47 (d, J=2.0 Hz, 1H) ppm; MS (DCI/NH3) ... Product: FC(CNC(=O)NC1=CC(=CC=C1)C1=CN=C2N1N=CC(=C2)C=2C=NN(C2)C2CCN(CC2)C(C(C(F)(F)F)O)=O)(F)F (N-(2,2,2-trifluoroethyl)-N′-[3-(7-{1-[1-(3,3,3-trifluoro-2-hydroxypropanoyl)piperidin-4-yl]-1H-pyrazol-4-yl}imidazo[1,2-b]pyridazin-3-yl)phenyl]urea). Reaction SMILES: [NH:1]1[CH2:6][CH2:5][CH:4]([N:7]2[CH:11]=[C:10]([C:12]3[CH:17]=[N:16][N:15]4[C:18]([C:21]5[CH:22]=[C:23]([NH:27][C:28]([NH:30][CH2:31][C:32]([F:35])([F:34])[F:33])=[O:29])[CH:24]=[CH:25][CH:26]=5)=[CH:19][N:20]=[C:14]4[CH:13]=3)[CH:9]=[N:8]2)[CH2:3][CH2:2]1.[F:36][C:37]([F:44])([F:43])[CH:38]([OH:42])[C:39](O)=[O:40]>>[F:34][C:32]([F:33])([F:35])[CH2:31][NH:30][C:28]([NH:27][C:23]1[CH:24]=[CH:25][CH:26]=[C:21]([C:18]2[N:15]3[N:16]=[CH:17][C:12]([C:10]4[CH:9]=[N:8][N:7]([CH:4]5[CH2:5][CH2:6][N:1]([C:39](=[O:40])[CH:38]([OH:42])[C:37]([F:44])([F:43])[F:36])[CH2:2][CH2:3]5)[CH:11]=4)=[CH:13][C:14]3=[N:20][CH:19]=2)[CH:22]=1)=[O:29]. Reported procedure: This compound was prepared by using procedures analogous to those described for the synthesis of Example 41 starting from N-{3-[7-(1-piperidin-4-yl-1H-pyrazol-4-yl)imidazo[1,2-b]pyridazin-3-yl]phenyl}-N′-(2,2,2-trifluoroethyl)urea and 3,3,3-trifluoro-2-hydroxypropanoic acid (Lancaster, Cat. No. L07742). LCMS (M+H)+: m/z=611.2. Reactants: N1CCC(CC1)N1N=CC(=C1)C1=CC=2N(N=C1)C(=CN2)C=2C=C(C=CC2)NC(=O)NCC(F)(F)F (N-{3-[7-(1-piperidin-4-yl-1H-pyrazol-4-yl)imidazo[1,2-b]pyridazin-3-yl]phenyl}-N′-(2,2,2-trifluoroethyl)urea), FC(C(C(=O)O)O)(F)F (3,3,3-trifluoro-2-hydroxypropanoic acid).